Dataset: the Open Reaction Database (ORD), a public repository of structured organic reaction records. Task: describe an organic reaction: reactants, conditions, products, and yield The reactants are Cl (HCl), solution, ClC1=CC2=C(OCCO2)C(=C1)C(C)NC1=C(C=CC(=C1)N1CCNCC1)S(=O)(=O)C (N-(1-(6-chloro-2,3-dihydrobenzo[b][1,4]dioxin-8-yl)ethyl)-2-(methylsulfonyl)-5-(piperazin-1-yl)benzenamine). The solvent is C(C)OCC (diethyl ether), ClCCl (dichloromethane). Conditions: time 30 minute. Product: Cl.ClC1=CC2=C(OCCO2)C(=C1)C(C)NC1=C(C=CC(=C1)N1CCNCC1)S(=O)(=O)C (N-(1-(6-Chloro-2,3-dihydrobenzo[b][1,4]dioxin-8-yl)ethyl)-2-(methylsulfonyl)-5-(piperazin-1-yl)benzenamine hydrochloride). RXN SMILES: [Cl:1][C:2]1[CH:11]=[C:10]([CH:12]([NH:14][C:15]2[CH:20]=[C:19]([N:21]3[CH2:26][CH2:25][NH:24][CH2:23][CH2:22]3)[CH:18]=[CH:17][C:16]=2[S:27]([CH3:30])(=[O:29])=[O:28])[CH3:13])[C:5]2[O:6][CH2:7][CH2:8][O:9][C:4]=2[CH:3]=1.Cl>ClCCl.C(OCC)C>[ClH:1].[Cl:1][C:2]1[CH:11]=[C:10]([CH:12]([NH:14][C:15]2[CH:20]=[C:19]([N:21]3[CH2:22][CH2:23][NH:24][CH2:25][CH2:26]3)[CH:18]=[CH:17][C:16]=2[S:27]([CH3:30])(=[O:29])=[O:28])[CH3:13])[C:5]2[O:6][CH2:7][CH2:8][O:9][C:4]=2[CH:3]=1 |f:4.5|. Procedure: A solution of N-(1-(6-chloro-2,3-dihydrobenzo[b][1,4]dioxin-8-yl)ethyl)-2-(methylsulfonyl)-5-(piperazin-1-yl)benzenamine (50.0 mg, 0.11 mmol) in anhydrous dichloromethane (1 mL) was cooled to 0° C. and HCl (0.12 mL of a 1 M solution in diethyl ether, 0.12 mmol) was added. The mixture was allowed to stir for 30 min. The solvent was removed by rotary evaporation, more diethyl ether was added to precipitate the salt. After removal of solvent by rotary evaporation the desired product was collected (... As a reaction SMILES: [CH3:1][O:2][C:3]1[CH:4]=[C:5]2[C:9](=[CH:10][C:11]=1[O:12][CH3:13])[NH:8][C:7](=[O:14])[CH2:6]2.[N:15]1[CH:20]=[CH:19][C:18](/[CH:21]=[CH:22]/[C:23]2[C:31]3[C:26](=[CH:27][C:28]([CH:32]=O)=[CH:29][CH:30]=3)[NH:25][N:24]=2)=[CH:17][CH:16]=1>>[CH3:1][O:2][C:3]1[CH:4]=[C:5]2[C:9](=[CH:10][C:11]=1[O:12][CH3:13])[NH:8][C:7](=[O:14])/[C:6]/2=[CH:32]/[C:28]1[CH:27]=[C:26]2[C:31]([C:23](/[CH:22]=[CH:21]/[C:18]3[CH:17]=[CH:16][N:15]=[CH:20][CH:19]=3)=[N:24][NH:25]2)=[CH:30][CH:29]=1. Reported procedure: The title compound (36 mg, 42%) was synthesized as an orange red solid according to the method described for Example A67 (oil temp 75° C., reflux 90 min) using 5,6-dimethoxyindolin-2-one (38.6 mg, 0.2 mmol) and (E)-3-(2-(pyridin-4-yl)vinyl)-1H-indazole-6-carbaldehyde (49.8 mg, 0.2 mmol). 1H NMR (400 MHz, DMSO-d6) δ 13.54 (s, 1H), 10.39 (s, 1H), 8.60-8.53 (m, 2H), 8.35 (d, J=7.2 Hz, 1H), 7.94 (s, 1H), 7.87 (d, J=16.4 Hz, 1H), 7.75-7.67 (m, 2H), 7.63-7.50 (m, 3H), 7.25 (s, 1H), 6.53 (s, 1H), 3.80 ... The reactants are COC=1C=C2CC(NC2=CC1OC)=O (5,6-dimethoxyindolin-2-one), N1=CC=C(C=C1)/C=C/C1=NNC2=CC(=CC=C12)C=O ((E)-3-(2-(pyridin-4-yl)vinyl)-1H-indazole-6-carbaldehyde). Yields the product COC=1C=C2\C(\C(NC2=CC1OC)=O)=C/C1=CC=C2C(=NNC2=C1)\C=C\C1=CC=NC=C1 ((E)-5,6-dimethoxy-3-((3-((E)-2-(pyridin-4-yl)vinyl)-1H-indazol-6-yl)methylene)indolin-2-one). The yield is 42.4%. As a reaction SMILES: [CH3:30][OH:31].[Cl:1][c:2]1[c:3]([CH2:19][c:20]2[s:21][c:22](-[c:25]3[o:26][cH:27][cH:28][cH:29]3)[cH:23][n:24]2)[cH:4][c:5]([CH:8]2[O:9][CH:10]([CH2:17][I:18])[CH:11]([OH:16])[CH:12]([OH:15])[CH:13]2[OH:14])[cH:6][cH:7]1>>[Cl:1][c:2]1[c:3]([CH2:19][c:20]2[s:21][c:22](-[c:25]3[o:26][cH:27][cH:28][cH:29]3)[cH:23][n:24]2)[cH:4][c:5]([CH:8]2[O:9][CH:10]([CH3:17])[CH:11]([OH:16])[CH:12]([OH:15])[CH:13]2[OH:14])[cH:6][cH:7]1. The reactants are CO, OC1C(CI)OC(c2ccc(Cl)c(Cc3ncc(-c4ccco4)s3)c2)C(O)C1O. Product: CC1OC(c2ccc(Cl)c(Cc3ncc(-c4ccco4)s3)c2)C(O)C(O)C1O.